This data is from the Open Reaction Database (ORD), a public repository of structured organic reaction records. The task is: describe an organic reaction: reactants, conditions, products, and yield Reactants: ClC1=C(C=O)C=CC=C1Cl (2,3-dichlorobenzaldehyde), [I-].C[S+](C)C (trimethylsulfonium iodide), [OH-].[K+] (potassium hydroxide), O (water). The solvent is C(C)(=O)OCC (ethyl acetate), C(C)#N (acetonitrile). Conditions: temperature 60 celsius. Yields the product ClC1=C(C=CC=C1Cl)C1OC1 (2,3-dichlorophenyloxirane). RXN SMILES: [Cl:1][C:2]1[C:9]([Cl:10])=[CH:8][CH:7]=[CH:6][C:3]=1[CH:4]=[O:5].[I-].[CH3:12][S+](C)C.[OH-].[K+].O>C(#N)C.C(OCC)(=O)C>[Cl:1][C:2]1[C:9]([Cl:10])=[CH:8][CH:7]=[CH:6][C:3]=1[CH:4]1[CH2:12][O:5]1 |f:1.2,3.4|. Reported procedure: To a solution of 2,3-dichlorobenzaldehyde (0.314 mmol) in acetonitrile (1 ml) was added solid trimethylsulfonium iodide (0.314 mmol, 64 mg), potassium hydroxide (0.628 mmol, 35 mg), and water (0.079 mmol, 1.4 μl). The heterogeneous mixture were heated in a capped test tube at 60° C. for 3 h. The suspension was then diluted with ethyl acetate (1 ml) and washed with saturated sodium bicarbonate (1×1 ml) and water (3×0.5 ml). The tube was concentrated by vacuum centrifuge over 1 hour and the result... Starting materials: Cn1c(=O)c(CN(C(=O)C2CCCCC2)C2(C)CCN(Cc3ccccc3)C2)cc2ccccc21, CO, O=C[O-], [NH4+]. The product is Cn1c(=O)c(CN(C(=O)C2CCCCC2)C2(C)CCNC2)cc2ccccc21. Reaction SMILES: [CH2:1]([c:2]1[cH:3][cH:4][cH:5][cH:6][cH:7]1)[N:8]1[CH2:9][C:10]([CH3:13])([N:14]([C:15](=[O:16])[CH:17]2[CH2:18][CH2:19][CH2:20][CH2:21][CH2:22]2)[CH2:23][c:24]2[c:25](=[O:35])[n:26]([CH3:34])[c:27]3[cH:28][cH:29][cH:30][cH:31][c:32]3[cH:33]2)[CH2:11][CH2:12]1.[CH3:40][OH:41].[CH:36]([O-:37])=[O:38].[NH4+:39]>>[NH:8]1[CH2:9][C:10]([CH3:13])([N:14]([C:15](=[O:16])[CH:17]2[CH2:18][CH2:19][CH2:20][CH2:21][CH2:22]2)[CH2:23][c:24]2[c:25](=[O:35])[n:26]([CH3:34])[c:27]3[cH:28][cH:29][cH:30][cH:31][c:32]3[cH:33]2)[CH2:11][CH2:12]1. The reactants are CCO, CC(=O)Nc1nc(C)c(-c2cnc(Cl)c(NS(=O)(=O)c3c(C)nn(C)c3Cl)c2)s1, Cl. Product: Cc1nc(N)sc1-c1cnc(Cl)c(NS(=O)(=O)c2c(C)nn(C)c2Cl)c1. As a reaction SMILES: [CH3:31][CH2:32][OH:33].[Cl:1][c:2]1[c:3]([NH:18][S:19](=[O:20])(=[O:21])[c:22]2[c:23]([CH3:29])[n:24][n:25]([CH3:28])[c:26]2[Cl:27])[cH:4][c:5](-[c:8]2[c:9]([CH3:17])[n:10][c:11]([NH:13][C:14](=[O:15])[CH3:16])[s:12]2)[cH:6][n:7]1.[ClH:30]>>[Cl:1][c:2]1[c:3]([NH:18][S:19](=[O:20])(=[O:21])[c:22]2[c:23]([CH3:29])[n:24][n:25]([CH3:28])[c:26]2[Cl:27])[cH:4][c:5](-[c:8]2[c:9]([CH3:17])[n:10][c:11]([NH2:13])[s:12]2)[cH:6][n:7]1. Reactants: C1CCOC1, C[Si](C)(C)[N-][Si](C)(C)C, Cc1c(Cl)c(S(C)=O)nc2sc(C(=O)NC3CC3)c(N)c12, [Li+], OCCOCCO. Yields the product Cc1c(Cl)c(OCCOCCO)nc2sc(C(=O)NC3CC3)c(N)c12. RXN SMILES: [CH2:39]1[O:40][CH2:41][CH2:42][CH2:43]1.[CH3:8][Si:9]([N-:10][Si:11]([CH3:12])([CH3:13])[CH3:14])([CH3:15])[CH3:16].[CH:18]1([NH:21][C:22](=[O:23])[c:24]2[c:25]([NH2:38])[c:26]3[c:27]([n:28][c:29]([S:34]([CH3:35])=[O:36])[c:30]([Cl:33])[c:31]3[CH3:32])[s:37]2)[CH2:19][CH2:20]1.[Li+:17].[OH:1][CH2:2][CH2:3][O:4][CH2:5][CH2:6][OH:7]>>[O:1]([CH2:2][CH2:3][O:4][CH2:5][CH2:6][OH:7])[c:29]1[n:28][c:27]2[c:26]([c:25]([NH2:38])[c:24]([C:22]([NH:21][CH:18]3[CH2:19][CH2:20]3)=[O:23])[s:37]2)[c:31]([CH3:32])[c:30]1[Cl:33].